From a dataset of the Open Reaction Database (ORD), a public repository of structured organic reaction records. describe an organic reaction: reactants, conditions, products, and yield Starting materials: Cc1ccc(NS(=O)(=O)c2ccc(Cl)c([N+](=O)[O-])c2)cc1C, [NH4+], C1COCCO1, [OH-], O. The product is Cc1ccc(NS(=O)(=O)c2ccc(N)c([N+](=O)[O-])c2)cc1C. RXN SMILES: [Cl:1][c:2]1[c:3]([N+:20](=[O:21])[O-:22])[cH:4][c:5]([S:8](=[O:9])(=[O:10])[NH:11][c:12]2[cH:13][c:14]([CH3:19])[c:15]([CH3:18])[cH:16][cH:17]2)[cH:6][cH:7]1.[NH4+:24].[O:25]1[CH2:26][CH2:27][O:28][CH2:29][CH2:30]1.[OH-:23].[OH2:31]>>[c:2]1([NH2:24])[c:3]([N+:20](=[O:21])[O-:22])[cH:4][c:5]([S:8](=[O:9])(=[O:10])[NH:11][c:12]2[cH:13][c:14]([CH3:19])[c:15]([CH3:18])[cH:16][cH:17]2)[cH:6][cH:7]1. Starting materials: CCCCOC(=O)NC(Cc1ccc(C#N)cc1)C(=O)O, CCN=C=NCCCN(C)C, CS(=O)(=O)N1CCNCC1, CN1CCOCC1, CN(C)C=O, Cl, O, On1nnc2ccccc21. Yields the product CCCCOC(=O)NC(Cc1ccc(C#N)cc1)C(=O)N1CCN(S(C)(=O)=O)CC1. Reaction SMILES: [C:1](#[N:2])[c:3]1[cH:4][cH:5][c:6]([CH2:9][CH:10]([C:11](=[O:12])[OH:13])[NH:14][C:15](=[O:16])[O:17][CH2:18][CH2:19][CH2:20][CH3:21])[cH:7][cH:8]1.[CH3:23][N:24]([CH3:25])[CH2:26][CH2:27][CH2:28][N:29]=[C:30]=[N:31][CH2:32][CH3:33].[CH3:45][S:46](=[O:47])(=[O:48])[N:49]1[CH2:50][CH2:51][NH:52][CH2:53][CH2:54]1.[CH3:55][N:56]1[CH2:57][CH2:58][O:59][CH2:60][CH2:61]1.[CH3:62][N:63]([CH3:64])[CH:65]=[O:66].[ClH:22].[OH2:34].[OH:35][n:36]1[c:37]2[cH:38][cH:39][cH:40][cH:41][c:42]2[n:43][n:44]1>>[C:1](#[N:2])[c:3]1[cH:4][cH:5][c:6]([CH2:9][CH:10]([C:11](=[O:13])[N:52]2[CH2:51][CH2:50][N:49]([S:46]([CH3:45])(=[O:47])=[O:48])[CH2:54][CH2:53]2)[NH:14][C:15](=[O:16])[O:17][CH2:18][CH2:19][CH2:20][CH3:21])[cH:7][cH:8]1. Starting materials: CC(O)c1c(F)cncc1Br, O=C([O-])[O-], COc1cc(B2OC(C)(C)C(C)(C)O2)ccc1C#N, ClCCl, [Na+], [Na+], CN(C)C=O. Product: COc1cc(-c2cncc(F)c2C(C)O)ccc1C#N. RXN SMILES: [Br:20][c:21]1[cH:22][n:23][cH:24][c:25]([F:30])[c:26]1[CH:27]([CH3:28])[OH:29].[C:34](=[O:35])([O-:36])[O-:37].[CH3:1][O:2][c:3]1[c:4]([C:5]#[N:6])[cH:7][cH:8][c:9]([B:11]2[O:12][C:13]([CH3:14])([CH3:15])[C:16]([CH3:17])([CH3:18])[O:19]2)[cH:10]1.[Cl:31][CH2:32][Cl:33].[Na+:38].[Na+:39].[O:40]=[CH:41][N:42]([CH3:43])[CH3:44]>>[CH3:1][O:2][c:3]1[c:4]([C:5]#[N:6])[cH:7][cH:8][c:9](-[c:21]2[cH:22][n:23][cH:24][c:25]([F:30])[c:26]2[CH:27]([CH3:28])[OH:29])[cH:10]1. Starting materials: C(=O)(OC(C)(C)C)N1C=C(C2=CC=CC=C12)CCC(=O)OC (methyl 1-Boc-indole-3-propionate), CC(C)C[AlH]CC(C)C (DIBAL-H). Solvent: C1(=CC=CC=C1)C (toluene), C1(=CC=CC=C1)C (toluene). Conditions: time 2 hour. The product is C(=O)(OC(C)(C)C)N1C=C(C2=CC=CC=C12)CCC=O (1-Boc-indole-3-propionaldehyde). The yield is 77.6%. Reaction SMILES: [C:1]([N:8]1[C:16]2[C:11](=[CH:12][CH:13]=[CH:14][CH:15]=2)[C:10]([CH2:17][CH2:18][C:19](OC)=[O:20])=[CH:9]1)([O:3][C:4]([CH3:7])([CH3:6])[CH3:5])=[O:2].CC(C[AlH]CC(C)C)C>C1(C)C=CC=CC=1>[C:1]([N:8]1[C:16]2[C:11](=[CH:12][CH:13]=[CH:14][CH:15]=2)[C:10]([CH2:17][CH2:18][CH:19]=[O:20])=[CH:9]1)([O:3][C:4]([CH3:7])([CH3:6])[CH3:5])=[O:2]. Reported procedure: To a solution of methyl 1-Boc-indole-3-propionate(2.0 g, 6.6 mmol) in toluene(20 ml) cooled at −78° C. was added a 1.5M toluene solution of DIBAL-H slowly so that the internal temperature was kept below −65° C. After addition, stirring was continued at −78° C. for additional 2 hrs. After quenched with 3 ml of MeOH, the mixture was poured into a NaCl solution and extrated with EtOAc. The combined organic solution was washed with a queous acid , NaHCO3 and bine, then dried over Na2SO4. Flush chrom... Starting materials: C[Si](O[C@H]1C(O[C@@H]([C@H]([C@@H]1O[Si](C)(C)C)O[Si](C)(C)C)CO[Si](C)(C)C)=O)(C)C ((3R,4S,5R,6R)-3,4,5-tris(trimethylsilyloxy)-6-(trimethylsilyloxymethyl)tetrahydropyran-2-one), BrC1=CC(=C(C=C1)Cl)CC1=CC=C(C=C1)OCC(F)F (4-bromo-1-chloro-2-[[4-(2,2-difluoroethoxy)phenyl]methyl]benzene), [Li]CCCC (nBuLi), CS(=O)(=O)O (methanesulfonic acid), C([O-])(O)=O.[Na+] (sodium bicarbonate). Run in CC(C)(C)OC (MTBE), CCCCCC (n-hexane), CO (methanol), CCCCCC (n-hexane), CC(C)(C)OC (MTBE). Conditions: temperature -78 celsius. Product: ClC1=C(C=C(C=C1)[C@@]1(O[C@@H]([C@H]([C@@H]([C@H]1O)O)O)CO)OC)CC1=CC=C(C=C1)OCC(F)F ((2S,3R,4S,5S,6R)-2-[4-chloro-3-[[4-(2,2-difluoroethoxy)phenyl]methyl]phenyl]-6-(hydroxymethyl)-2-methoxy-tetrahydropyran-3,4,5-triol). Yield: 14.4%. As a reaction SMILES: Br[C:2]1[CH:7]=[CH:6][C:5]([Cl:8])=[C:4]([CH2:9][C:10]2[CH:15]=[CH:14][C:13]([O:16][CH2:17][CH:18]([F:20])[F:19])=[CH:12][CH:11]=2)[CH:3]=1.[Li][CH2:22]CCC.C[Si](C)(C)[O:28][C@@H:29]1[C@@H:34]([O:35][Si](C)(C)C)[C@H:33]([O:40][Si](C)(C)C)[C@@H:32]([CH2:45][O:46][Si](C)(C)C)[O:31][C:30]1=[O:51].CS(O)(=O)=O.C(=O)(O)[O-].[Na+]>CC(OC)(C)C.CCCCCC.CO>[Cl:8][C:5]1[CH:6]=[CH:7][C:2]([C@@:30]2([O:51][CH3:22])[C@H:29]([OH:28])[C@@H:34]([OH:35])[C@H:33]([OH:40])[C@@H:32]([CH2:45][OH:46])[O:31]2)=[CH:3][C:4]=1[CH2:9][C:10]1[CH:15]=[CH:14][C:13]([O:16][CH2:17][CH:18]([F:20])[F:19])=[CH:12][CH:11]=1 |f:4.5|. Reported procedure: Under Ar protection, 4-bromo-1-chloro-2-[[4-(2,2-difluoroethoxy)phenyl]methyl]benzene 12p (26.5 g, 73.3 mmol), MTBE (266 mL) and n-hexane (133 mL) were added into a 1 L reaction flask, stirred uniformly and cooled to −78° C., followed by dropwise addition of 2.4 M nBuLi (52 mL, 124.6 mmol) in 30 minutes. After stirring for 50 minutes at −78° C., a mixed solution of (3R,4S,5R,6R)-3,4,5-tris(trimethylsilyloxy)-6-(trimethylsilyloxymethyl)tetrahydropyran-2-one 2f (55 g, 117.3 mmol) in MTBE and n-hex... Starting materials: C[Si](C)(C)I, CC#N, C1=C(c2c[nH]c3cccc(OCC4CC4)c23)CCNC1. Product: Oc1cccc2[nH]cc(C3=CCNCC3)c12. Reaction SMILES: [CH3:21][Si:22]([I:23])([CH3:24])[CH3:25].[CH3:26][C:27]#[N:28].[CH:1]1([CH2:2][O:5][c:6]2[c:7]3[c:8]([C:15]4=[CH:20][CH2:19][NH:18][CH2:17][CH2:16]4)[cH:9][nH:10][c:11]3[cH:12][cH:13][cH:14]2)[CH2:3][CH2:4]1>>[OH:5][c:6]1[c:7]2[c:8]([C:15]3=[CH:20][CH2:19][NH:18][CH2:17][CH2:16]3)[cH:9][nH:10][c:11]2[cH:12][cH:13][cH:14]1. Starting materials: COC(CNC1=CC(=CC=C1)OCCCN(CC(C1=CC=CC=C1)C1=CC=CC=C1)CC1=C(C(=CC=C1)C(F)(F)F)Cl)=O ((3-{3-[(2-chloro-3-trifluoromethyl-benzyl)-diphenylethyl-amino]-propoxy}-phenylamino)-acetic acid methyl ester), O.[OH-].[Li+] (lithium hydroxide monohydrate), Cl (HCl). Run in C1CCOC1 (THF), O (water). Run at time 6 hour. Yields the product Cl.ClC1=C(CN(CCCOC=2C=C(C=CC2)NCC(=O)O)CC(C2=CC=CC=C2)C2=CC=CC=C2)C=CC=C1C(F)(F)F ((3-{3-[(2-chloro-3-trifluoromethyl-benzyl)-diphenylethyl-amino]-propoxy}-phenylamino)-acetic acid Hydrochloride). RXN SMILES: C[O:2][C:3](=[O:43])[CH2:4][NH:5][C:6]1[CH:11]=[CH:10][CH:9]=[C:8]([O:12][CH2:13][CH2:14][CH2:15][N:16]([CH2:31][C:32]2[CH:37]=[CH:36][CH:35]=[C:34]([C:38]([F:41])([F:40])[F:39])[C:33]=2[Cl:42])[CH2:17][CH:18]([C:25]2[CH:30]=[CH:29][CH:28]=[CH:27][CH:26]=2)[C:19]2[CH:24]=[CH:23][CH:22]=[CH:21][CH:20]=2)[CH:7]=1.O.[OH-].[Li+].Cl>C1COCC1.O>[ClH:42].[Cl:42][C:33]1[C:34]([C:38]([F:39])([F:40])[F:41])=[CH:35][CH:36]=[CH:37][C:32]=1[CH2:31][N:16]([CH2:17][CH:18]([C:19]1[CH:20]=[CH:21][CH:22]=[CH:23][CH:24]=1)[C:25]1[CH:30]=[CH:29][CH:28]=[CH:27][CH:26]=1)[CH2:15][CH2:14][CH2:13][O:12][C:8]1[CH:7]=[C:6]([NH:5][CH2:4][C:3]([OH:43])=[O:2])[CH:11]=[CH:10][CH:9]=1 |f:1.2.3,7.8|. Procedure details: To a stirring solution of (3-{3-[(2-chloro-3-trifluoromethyl-benzyl)-diphenylethyl-amino]-propoxy}-phenylamino)-acetic acid methyl ester in THF (6 ml) and water (2 ml) was added lithium hydroxide monohydrate (20 mg, 0.47 mmol) and the mixture was stirred at room temperature for 6 hours. The reaction mixture was acidified with 1 M aqueous HCl (0.5 mL). The aqueous mixture was concentrated in vacuo and the crude material was dissolved in EtOAc. The ethyl acetate solution was washed with brine (1×)... Starting materials: OCNC(C(=C)CC(C)C)=O (N-hydroxymethyl-2-isobutylacrylamide), P(=S)(SCCC(OCC)OCC)(S)[S-] (diethoxypropyl hydrogen phosphorotetrathioate). RXN SMILES: O[CH2:2][NH:3][C:4](=[O:11])[C:5]([CH2:7][CH:8]([CH3:10])[CH3:9])=[CH2:6].[P:12]([S-:25])([SH:24])([S:14][CH2:15][CH2:16][CH:17]([O:21][CH2:22][CH3:23])[O:18][CH2:19][CH3:20])=S>>[CH2:22]([O:21][CH:17]([O:18][CH2:19][CH3:20])[CH2:16][CH2:15][S:14][PH:12]([S:25][CH2:2][NH:3][C:4](=[O:11])[CH:5]([CH2:6][S:25][PH:12]([S:14][CH2:15][CH2:16][CH:17]([O:18][CH2:19][CH3:20])[O:21][CH2:22][CH3:23])=[S:24])[CH2:7][CH:8]([CH3:10])[CH3:9])=[S:24])[CH3:23]. Yields the product C(C)OC(CCSP(=S)SCNC(C(CC(C)C)CSP(=S)SCCC(OCC)OCC)=O)OCC (N-(diethoxypropylthiophosphinothioylthiomethyl) 2-(diethoxypropylthiophosphinothioylthiomethyl)-4-methylvaleramide). Procedure: Following the procedure of Example 1, 0.4 mole of N-hydroxymethyl-2-isobutylacrylamide is reacted with 0.8 mole of diethoxypropyl hydrogen phosphorotetrathioate to yield N-(diethoxypropylthiophosphinothioylthiomethyl) 2-(diethoxypropylthiophosphinothioylthiomethyl)-4-methylvaleramide. Procedure: 6-(5-Oxo-4,5-dihydro-1H-1,2,4-triazol-3-yl)spiro[chroman-2,4′-piperidin]-4-one hydrochloride (202 mg), 3,5-diethoxy-4-(1-methyl-1H-pyrazol-4-yl)benzoic acid (145 mg), EDCI (115 mg), HOBT (91.2 mg) and triethylamine (0.209 mL) were suspended in DMF (3 mL), and stirred at 50° C. for 16 hours. Water was added to it, the formed solid was taken out through filtration, and the resulting solid was recrystallized from methanol to obtain the title compound. 1H-NMR (400 MHz, DMSO-d6) δ: 8.08-8.04 (2.0H, m... Conditions: temperature 50 celsius, time 16 hour. Starting materials: Cl.O=C1NC(=NN1)C=1C=C2C(CC3(CCNCC3)OC2=CC1)=O (6-(5-Oxo-4,5-dihydro-1H-1,2,4-triazol-3-yl)spiro[chroman-2,4′-piperidin]-4-one hydrochloride), C=1C=CC2=C(C1)N=NN2O (HOBT), C(C)OC=1C=C(C(=O)O)C=C(C1C=1C=NN(C1)C)OCC (3,5-diethoxy-4-(1-methyl-1H-pyrazol-4-yl)benzoic acid), CCN=C=NCCCN(C)C (EDCI). As a reaction SMILES: Cl.[O:2]=[C:3]1[NH:7][N:6]=[C:5]([C:8]2[CH:9]=[C:10]3[C:20](=[CH:21][CH:22]=2)[O:19][C:13]2([CH2:18][CH2:17][NH:16][CH2:15][CH2:14]2)[CH2:12][C:11]3=[O:23])[NH:4]1.[CH2:24]([O:26][C:27]1[CH:28]=[C:29]([CH:33]=[C:34]([O:42][CH2:43][CH3:44])[C:35]=1[C:36]1[CH:37]=[N:38][N:39]([CH3:41])[CH:40]=1)[C:30](O)=[O:31])[CH3:25].CCN=C=NCCCN(C)C.C1C=CC2N(O)N=NC=2C=1>CN(C=O)C.O.C(N(CC)CC)C>[CH2:24]([O:26][C:27]1[CH:28]=[C:29]([C:30]([N:16]2[CH2:17][CH2:18][C:13]3([CH2:12][C:11](=[O:23])[C:10]4[C:20](=[CH:21][CH:22]=[C:8]([C:5]5[NH:4][C:3](=[O:2])[NH:7][N:6]=5)[CH:9]=4)[O:19]3)[CH2:14][CH2:15]2)=[O:31])[CH:33]=[C:34]([O:42][CH2:43][CH3:44])[C:35]=1[C:36]1[CH:37]=[N:38][N:39]([CH3:41])[CH:40]=1)[CH3:25] |f:0.1|. Solvent: CN(C)C=O (DMF), C(C)N(CC)CC (triethylamine), O (Water). Product: C(C)OC=1C=C(C=C(C1C=1C=NN(C1)C)OCC)C(=O)N1CCC2(CC1)OC1=CC=C(C=C1C(C2)=O)C2=NNC(N2)=O (1′-{[3,5-Diethoxy-4-(1-methyl-1H-pyrazol-4-yl)phenyl]carbonyl}-6-(5-oxo-4,5-dihydro-1H-1,2,4-triazol-3-yl)spiro[chroman-2,4′-piperidin]-4-one).